This data is from the Open Reaction Database (ORD), a public repository of structured organic reaction records. The task is: describe an organic reaction: reactants, conditions, products, and yield Reactants: ClC1=NC2=C(N1CC(=O)OC(C)C)C(=CC=C2Cl)C(CC)CC (isopropyl [2,4-dichloro-7-(1-ethylpropyl)-1H-benzimidazol-1-yl]acetate), [BH4-].[Li+] (lithium tetrahydroborate). The solvent is O1CCCC1 (tetrahydrofuran). Conditions: temperature 60 celsius, time 1 hour. The product is ClC1=NC2=C(N1CCO)C(=CC=C2Cl)C(CC)CC (2-[2,4-Dichloro-7-(1-ethylpropyl)-1H-benzimidazol-1-yl]ethanol). The yield is 50.8%. Reaction SMILES: [Cl:1][C:2]1[N:6]([CH2:7][C:8](OC(C)C)=[O:9])[C:5]2[C:14]([CH:19]([CH2:22][CH3:23])[CH2:20][CH3:21])=[CH:15][CH:16]=[C:17]([Cl:18])[C:4]=2[N:3]=1.[BH4-].[Li+]>O1CCCC1>[Cl:1][C:2]1[N:6]([CH2:7][CH2:8][OH:9])[C:5]2[C:14]([CH:19]([CH2:22][CH3:23])[CH2:20][CH3:21])=[CH:15][CH:16]=[C:17]([Cl:18])[C:4]=2[N:3]=1 |f:1.2|. Reported procedure: To a solution of isopropyl [2,4-dichloro-7-(1-ethylpropyl)-1H-benzimidazol-1-yl]acetate (2.06 g, 5.773 mmol) in tetrahydrofuran (15.0 mL) was added lithium tetrahydroborate (377.2 mg, 17.318 mmol) at 0° C. The reaction mixture was stirred at 60° C. for 1 hr. After cooling, the reaction mixture was quenched with water at 0° C. and extracted with ethyl acetate (×3). The combined organic layer was washed with brine (×1), dried over anhydrous magnesium sulfate, filtered and concentrated in vacuo. Th... Reactants: CC=1C=C2C(C(=O)OC2=O)=CC1 (4-Methylphthalic anhydride), [S] (sulfur), CC1CC2C(C(=O)OC2=O)C=C1 (tetrahydro-4-methylphthalic anhydride). Yields the product C=CC(C)=C (isoprene), C1(\C=C/C(=O)O1)=O (maleic anhydride). As a reaction SMILES: [CH3:1][C:2]1[CH:3]=[C:4]2[C:9](=[O:10])[O:8][C:6](=[O:7])[C:5]2=[CH:11][CH:12]=1.[S].CC1C=CC2C(OC(=O)C2C1)=O>>[CH2:11]=[CH:12][C:2](=[CH2:1])[CH3:3].[C:6]1(=[O:7])[O:8][C:9](=[O:10])[CH:4]=[CH:5]1 |^3:12|. Procedure: 4-Methylphthalic anhydride is also able to be prepared by dehydrogenation, with sulfur, of tetrahydro-4-methylphthalic anhydride obtained from the reaction between isoprene and maleic anhydride: ##STR4##